From a dataset of the Open Reaction Database (ORD), a public repository of structured organic reaction records. describe an organic reaction: reactants, conditions, products, and yield Isolated yield 74.0%. Reported procedure: A mixture of 1.9 parts of dimethyl cyanocarbonimidodithioate, 4.8 parts of N-[1-(2-aminoethyl)-4-piperidinyl]-3-[(4-fluorophenyl)-methyl]-3H-imidazo[4,5-b]pyridin-2-amine and 80 parts of methanol was stirred for 2 hours at room temperature. The reaction mixture was evaporated and the residue was crystallized from acetonitrile, yielding 4.5 parts (74%) of S-methyl N'-cyano-N-[2-[4-[[3-[(4-fluorophenyl)methyl]-3H-imidazo[4,5-b]pyridin-2-yl]amino]-1-piperidinyl]ethyl]carbamimidothioate; mp. 172.2° ... Reaction conditions: time 2 hour. Reaction SMILES: [C:1]([N:3]=[C:4](SC)[S:5][CH3:6])#[N:2].[NH2:9][CH2:10][CH2:11][N:12]1[CH2:17][CH2:16][CH:15]([NH:18][C:19]2[N:27]([CH2:28][C:29]3[CH:34]=[CH:33][C:32]([F:35])=[CH:31][CH:30]=3)[C:22]3=[N:23][CH:24]=[CH:25][CH:26]=[C:21]3[N:20]=2)[CH2:14][CH2:13]1>CO>[C:1]([N:3]=[C:4]([S:5][CH3:6])[NH:9][CH2:10][CH2:11][N:12]1[CH2:17][CH2:16][CH:15]([NH:18][C:19]2[N:27]([CH2:28][C:29]3[CH:34]=[CH:33][C:32]([F:35])=[CH:31][CH:30]=3)[C:22]3=[N:23][CH:24]=[CH:25][CH:26]=[C:21]3[N:20]=2)[CH2:14][CH2:13]1)#[N:2]. Product: C(#N)N=C(NCCN1CCC(CC1)NC1=NC=2C(=NC=CC2)N1CC1=CC=C(C=C1)F)SC (S-methyl N'-cyano-N-[2-[4-[[3-[(4-fluorophenyl)methyl]-3H-imidazo[4,5-b]pyridin-2-yl]amino]-1-piperidinyl]ethyl]carbamimidothioate). The solvent is CO (methanol). Reactants: C(#N)N=C(SC)SC (dimethyl cyanocarbonimidodithioate), NCCN1CCC(CC1)NC1=NC=2C(=NC=CC2)N1CC1=CC=C(C=C1)F (N-[1-(2-aminoethyl)-4-piperidinyl]-3-[(4-fluorophenyl)-methyl]-3H-imidazo[4,5-b]pyridin-2-amine). Starting materials: CCC(CC)(c1ccc(OCC(=O)C(C)(C)C)c(C)c1)c1cc2ccc(OCc3ccccc3)cc2o1, CCOC(C)=O, CO. Yields the product CCC(CC)(c1ccc(OCC(=O)C(C)(C)C)c(C)c1)c1cc2ccc(O)cc2o1. As a reaction SMILES: [CH2:1]([c:2]1[cH:3][cH:4][cH:5][cH:6][cH:7]1)[O:8][c:9]1[cH:10][c:11]2[c:12]([cH:13][c:14]([C:16]([CH2:17][CH3:18])([CH2:19][CH3:20])[c:21]3[cH:22][c:23]([CH3:35])[c:24]([O:25][CH2:26][C:27]([C:28]([CH3:29])([CH3:30])[CH3:31])=[O:32])[cH:33][cH:34]3)[o:15]2)[cH:36][cH:37]1.[CH3:38][CH2:39][O:40][C:41]([CH3:42])=[O:43].[CH3:44][OH:45]>>[OH:8][c:9]1[cH:10][c:11]2[c:12]([cH:13][c:14]([C:16]([CH2:17][CH3:18])([CH2:19][CH3:20])[c:21]3[cH:22][c:23]([CH3:35])[c:24]([O:25][CH2:26][C:27]([C:28]([CH3:29])([CH3:30])[CH3:31])=[O:32])[cH:33][cH:34]3)[o:15]2)[cH:36][cH:37]1. Starting materials: Br/C=C/c1ccc(OC)cc1, Cl[C@H](C)c1cc(C)ccc1. Reagents/catalysts: [Na+].[I-], Cl[Ni]Cl.COCCOC, C1(C2(C3=N[C@H](c4ccccc4C5)[C@H]5O3)CC2)=N[C@H]6[C@H](Cc7ccccc76)O1. The solvent is CC(N(C)C)=O. Conditions: temperature 0 celsius, time 3.25 hour. The product is COc1ccc(/C=C/[C@H](C)c2cccc(C)c2)cc1. Isolated yield 87.0%. Reactants: [Br-], Cc1ccc2ccccc2c1Br, Cc1ccccc1, Cc1ccc2ccccc2c1[Mg+], Cl, O. Product: Cc1ccc2ccccc2c1-c1c(C)ccc2ccccc12. Reaction SMILES: [Br-:1].[Br:14][c:15]1[c:16]([CH3:25])[cH:17][cH:18][c:19]2[cH:20][cH:21][cH:22][cH:23][c:24]12.[CH3:28][c:29]1[cH:30][cH:31][cH:32][cH:33][cH:34]1.[CH3:2][c:3]1[c:4]([Mg+:13])[c:5]2[cH:6][cH:7][cH:8][cH:9][c:10]2[cH:11][cH:12]1.[ClH:27].[OH2:26]>>[CH3:2][c:3]1[c:4](-[c:15]2[c:16]([CH3:25])[cH:17][cH:18][c:19]3[cH:20][cH:21][cH:22][cH:23][c:24]23)[c:5]2[cH:6][cH:7][cH:8][cH:9][c:10]2[cH:11][cH:12]1. The reactants are Br.ClC1=C(C=C(C=C1)C1(N(C(SC1)C1=C(C=CC=C1)C)C)O)S(N(CCC)CCC)(=O)=O (4-(4-chloro-3-dipropylsulfamoylphenyl)-3-methyl-2-(2-methylphenyl)-thiazolidin-4-ol hydrobromide), C(C)(=O)O (acetic acid). Yields the product Br.ClC1=C(C=C(C=C1)C=1N(C(SC1)=NC1=C(C=CC=C1)C)C)S(N(CCC)CCC)(=O)=O (4-(4-Chloro-3-dipropylsulfamoylphenyl)-3-methyl-2-(2-methylphenyl-imino)-4-thiazoline hydrobromide). Reaction SMILES: [BrH:1].[Cl:2][C:3]1[CH:8]=[CH:7][C:6]([C:9]2(O)[CH2:13][S:12][CH:11](C3C=CC=CC=3C)[N:10]2[CH3:21])=[CH:5][C:4]=1[S:23](=[O:32])(=[O:31])[N:24]([CH2:28][CH2:29][CH3:30])[CH2:25][CH2:26][CH3:27].[C:33](O)(=O)[CH3:34]>>[BrH:1].[Cl:2][C:3]1[CH:8]=[CH:7][C:6]([C:9]2[N:10]([CH3:21])[C:11](=[N:10][C:9]3[CH:6]=[CH:5][CH:4]=[CH:3][C:33]=3[CH3:34])[S:12][CH:13]=2)=[CH:5][C:4]=1[S:23](=[O:31])(=[O:32])[N:24]([CH2:25][CH2:26][CH3:27])[CH2:28][CH2:29][CH3:30] |f:0.1,3.4|. Procedure: Obtained by a procedure analogous to that indicated in Example 1(b), from 4-(4-chloro-3-dipropylsulfamoylphenyl)-3-methyl-2-(2-methylphenyl)-thiazolidin-4-ol hydrobromide, by boiling in glacial acetic acid for 2 hours. The reaction mixture is concentrated, water is added to the residue and the crystals are filtered off. Melting point 218°-220° C. Starting materials: S(=S)(=O)([O-])[O-].[Na+].[Na+] (Sodium thiosulfate), [I-].[Na+] (sodium iodide), ClCCN1C(COC2=C1C=C(C=C2)C)C (N-(2-chloroethyl)-3,6-dimethyl-2H-1,4-benzoxazine), O (water). The solvent is C(C)O (ethanol). Yields the product S(=O)(=O)(SCCN1C(COC2=C1C=C(C=C2)C)C)[O-].[Na+] (Sodium S-2(3,4-dihydro-3,6-dimethyl-2H-1,4-benzoxazin-4-yl)ethyl thiosulfate). As a reaction SMILES: [S:1]([O-:5])([O-:4])(=[O:3])=[S:2].[Na+:6].[Na+].[I-].[Na+].Cl[CH2:11][CH2:12][N:13]1[C:18]2[CH:19]=[C:20]([CH3:23])[CH:21]=[CH:22][C:17]=2[O:16][CH2:15][CH:14]1[CH3:24].O>C(O)C>[S:1]([O-:5])([S:2][CH2:11][CH2:12][N:13]1[C:18]2[CH:19]=[C:20]([CH3:23])[CH:21]=[CH:22][C:17]=2[O:16][CH2:15][CH:14]1[CH3:24])(=[O:4])=[O:3].[Na+:6] |f:0.1.2,3.4,8.9|. Procedure: Sodium thiosulfate (0.2 m), sodium iodide (1 g), N-(2-chloroethyl)-3,6-dimethyl-2H-1,4-benzoxazine, water (150 ml), and ethanol (75 ml) were mixed and heated at reflux for 3 hrs. The alcohol was distilled off and the reaction mixture was cooled. The product, a white solid, was collected by filtration and dried in air. The yield was essentially quantitative. Preparation of the Dyes The reactants are C(C)(C)(C)OC(=O)N1C2=CC=CC=C2SC=2C(=CC=CC12)C=1OC(=CC(C1)=O)N1CCOCC1 (4-(6-morpholin-4-yl-4-oxo-4H-pyran-2-yl)-phenothiazine-10-carboxylic acid tert-butyl ester), FC(C(=O)O)(F)F (trifluoroacetic acid), C(=O)(O)[O-].[Na+] (NaHCO3). The solvent is C(Cl)Cl (CH2Cl2). Reaction conditions: time 20 hour. The product is N1(CCOCC1)C=1OC(=CC(C1)=O)C1=CC=CC=2NC3=CC=CC=C3SC12 (2-Morpholin-4-yl-6-(10H-phenothiazin-4-yl)-pyran-4-one). Yield: 100.1%. As a reaction SMILES: C(OC([N:8]1[C:21]2[CH:20]=[CH:19][CH:18]=[C:17]([C:22]3[O:23][C:24]([N:29]4[CH2:34][CH2:33][O:32][CH2:31][CH2:30]4)=[CH:25][C:26](=[O:28])[CH:27]=3)[C:16]=2[S:15][C:14]2[C:9]1=[CH:10][CH:11]=[CH:12][CH:13]=2)=O)(C)(C)C.FC(F)(F)C(O)=O.C([O-])(O)=O.[Na+]>C(Cl)Cl>[N:29]1([C:24]2[O:23][C:22]([C:17]3[C:16]4[S:15][C:14]5[C:9](=[CH:10][CH:11]=[CH:12][CH:13]=5)[NH:8][C:21]=4[CH:20]=[CH:19][CH:18]=3)=[CH:27][C:26](=[O:28])[CH:25]=2)[CH2:34][CH2:33][O:32][CH2:31][CH2:30]1 |f:2.3|. Reported procedure: To a stirred solution of 4-(6-morpholin-4-yl-4-oxo-4H-pyran-2-yl)-phenothiazine-10-carboxylic acid tert-butyl ester (3.65 g, 7.63 mmol), in CH2Cl2 (30 ml) was added trifluoroacetic acid in a single portion. The mixture was stirred at room temperature for 20 hours whereupon the reaction was concentrated in vacuo to give a thick syrup that was basified in a dropwise fashion with saturated NaHCO3 (40 ml). The dark green mixture was then stirred at room temperature for 18 hours. The mixture was filt...